This data is from the Open Reaction Database (ORD), a public repository of structured organic reaction records. The task is: describe an organic reaction: reactants, conditions, products, and yield Reactants: C(C)(=O)N1C(/C(/N(C(C1)=O)C)=C/C1=CC=C(C=C1)OC)=O ((3Z)-1-Acetyl-3-(4-methoxybenzylidene)-4-methyl-2,5-piperazinedione), [H-].[Na+] (sodium hydride), C(C1=CC=CC=C1)=O (Benzaldehyde). Solvent: C(C)(=O)OCC (ethyl acetate), CN(C)C=O (DMF). Reaction conditions: time 18 hour. The product is C(/C1=CC=CC=C1)=C/1\C(N(\C(\C(N1)=O)=C/C1=CC=C(C=C1)OC)C)=O ((3Z,6Z)-3-Benzylidene-6-(4-methoxybenzylidene)-1-methyl-2,5-piperazinedione). As a reaction SMILES: C([N:4]1[CH2:9][C:8](=[O:10])[N:7]([CH3:11])/[C:6](=[CH:12]\[C:13]2[CH:18]=[CH:17][C:16]([O:19][CH3:20])=[CH:15][CH:14]=2)/[C:5]1=[O:21])(=O)C.[H-].[Na+].[CH:24](=O)[C:25]1[CH:30]=[CH:29][CH:28]=[CH:27][CH:26]=1>CN(C=O)C.C(OCC)(=O)C>[CH:24](=[C:9]1/[C:8](=[O:10])[N:7]([CH3:11])/[C:6](=[CH:12]\[C:13]2[CH:14]=[CH:15][C:16]([O:19][CH3:20])=[CH:17][CH:18]=2)/[C:5](=[O:21])[NH:4]/1)\[C:25]1[CH:30]=[CH:29][CH:28]=[CH:27][CH:26]=1 |f:1.2|. Procedure: A mixture of (3Z)-1-Acetyl-3-(4-methoxybenzylidene)-4-methyl-2,5-piperazinedione (10) (200 mg, 0.69 mmol) and sodium hydride (60% dispersion in oil, 28 mg, 0.69 mmol) in dry DMF (10 ml) was stirred at room temperature for 18 h. Benzaldehyde (71 μl, 0.69 mmol) was then added and the reaction mixture stirred at room temperature for 18 h. It was then diluted with ethyl acetate (100 ml) and washed with brine (4×50 ml). The organic phase was separated, dried (MgSO4), and the solvent removed in vacuo....